Dataset: the Open Reaction Database (ORD), a public repository of structured organic reaction records. Task: describe an organic reaction: reactants, conditions, products, and yield Reactants: S(=O)(Cl)Cl (Thionyl chloride), Cl.N1(CCCC1)CC(C)N1C2=CC=CC=C2SC=2C=CC(=CC12)C(=O)O (10-[(2RS)-1-(1-pyrrolidinyl)-2-propyl]-2-phenothiazinecarboxylic acid hydrochloride), C([O-])(O)=O.[Na+] (sodium bicarbonate), C1(CCCC1)N (Cyclopentylamine). The solvent is C(Cl)Cl (methylene chloride), C(C)#N (acetonitrile), C(Cl)Cl (methylene chloride). Reaction conditions: temperature 25 celsius, time 3 hour. Product: C1(CCCC1)NC(=O)C1=CC=2N(C3=CC=CC=C3SC2C=C1)C(CN1CCCC1)C (N-Cyclopentyl-10-[(2RS)-1-(1-pyrrolidinyl)-2-propyl]-2-phenothiazinecarboxamide). As a reaction SMILES: S(Cl)(Cl)=O.Cl.[N:6]1([CH2:11][CH:12]([N:14]2[C:27]3[CH:26]=[C:25]([C:28]([OH:30])=O)[CH:24]=[CH:23][C:22]=3[S:21][C:20]3[C:15]2=[CH:16][CH:17]=[CH:18][CH:19]=3)[CH3:13])[CH2:10][CH2:9][CH2:8][CH2:7]1.[CH:31]1([NH2:36])[CH2:35][CH2:34][CH2:33][CH2:32]1.C(=O)(O)[O-].[Na+]>C(Cl)Cl.C(#N)C>[CH:31]1([NH:36][C:28]([C:25]2[CH:24]=[CH:23][C:22]3[S:21][C:20]4[C:15](=[CH:16][CH:17]=[CH:18][CH:19]=4)[N:14]([CH:12]([CH3:13])[CH2:11][N:6]4[CH2:7][CH2:8][CH2:9][CH2:10]4)[C:27]=3[CH:26]=2)=[O:30])[CH2:35][CH2:34][CH2:33][CH2:32]1 |f:1.2,4.5|. Procedure details: Thionyl chloride (5.2 cc) is added to a suspension, cooled to 5° C., of 10-[(2RS)-1-(1-pyrrolidinyl)-2-propyl]-2-phenothiazinecarboxylic acid hydrochloride (3.9 g) in methylene chloride (120 cc). The suspension is stirred for 3 hours at 25° C. and then concentrated to dryness at 30° C. under reduced pressure (30 mm Hg; 4 kPa) to give a yellow residue which is taken up in methylene chloride (50 cc) at 5° C. Cyclopentylamine (5 cc) is added and the mixture is stirred for 12 hours at 25° C., and sa... The reactants are NCC(O)COc1ccc(Cl)cc1, O=C1CCCc2c(S(=O)(=O)Cl)csc21. Product: O=C1CCCc2c(S(=O)(=O)NCC(O)COc3ccc(Cl)cc3)csc21. RXN SMILES: [NH2:1][CH2:2][CH:3]([CH2:4][O:5][c:6]1[cH:7][cH:8][c:9]([Cl:12])[cH:10][cH:11]1)[OH:13].[O:14]=[C:15]1[CH2:16][CH2:17][CH2:18][c:19]2[c:20]1[s:21][cH:22][c:23]2[S:24](=[O:25])(=[O:26])[Cl:27]>>[NH:1]([CH2:2][CH:3]([CH2:4][O:5][c:6]1[cH:7][cH:8][c:9]([Cl:12])[cH:10][cH:11]1)[OH:13])[S:24]([c:23]1[c:19]2[c:20]([s:21][cH:22]1)[C:15](=[O:14])[CH2:16][CH2:17][CH2:18]2)(=[O:25])=[O:26]. The reactants are C(CCC)C1=NC2=C(N1CC1=C(C=CC=C1)Cl)C=C(C=C2)CO (2-n-butyl-1-(2-chlorophenyl)methyl-6-hydroxymethyl-1H-benzimidazole), C1(=CC=CC=C1)C (toluene), O (water). Reagents/catalysts: [O-2].[O-2].[Mn+4] (manganese dioxide). Reaction conditions: time 4 hour. Product: C(CCC)C1=NC2=C(N1CC1=C(C=CC=C1)Cl)C(=CC=C2)C=O (2-n-butyl-1-{(2-chlorophenyl)methyl}-1H-benzimidazole-7-carboxaldehyde). Isolated yield 66.0%. RXN SMILES: [CH2:1]([C:5]1[N:9]([CH2:10][C:11]2[CH:16]=[CH:15][CH:14]=[CH:13][C:12]=2[Cl:17])[C:8]2[CH:18]=[C:19](CO)[CH:20]=[CH:21][C:7]=2[N:6]=1)[CH2:2][CH2:3][CH3:4].[C:24]1(C)C=CC=CC=1.[OH2:31]>[O-2].[O-2].[Mn+4]>[CH2:1]([C:5]1[N:9]([CH2:10][C:11]2[CH:16]=[CH:15][CH:14]=[CH:13][C:12]=2[Cl:17])[C:8]2[C:18]([CH:24]=[O:31])=[CH:19][CH:20]=[CH:21][C:7]=2[N:6]=1)[CH2:2][CH2:3][CH3:4] |f:3.4.5|. Reported procedure: A suspension of 2-n-butyl-1-(2-chlorophenyl)methyl-6-hydroxymethyl-1H-benzimidazole (1 g, 3.04 mmol, prepared in Example 9(i)), toluene (500 mL) and activated manganese dioxide (4 g) was refluxed with a Dean-Stark water separator for 4 hours. The mixture was filtered hot, concentrated and the crude product was treated with celite in methylene chloride to afford, after concentration, a residue that crystallized. Recrystallization from hexane gave 0.65 g (66%) of 2-n-butyl-1-{(2-chlorophenyl)methy... Reaction conditions: time 12 hour. Product: FC1=C(C#N)C=CC(=C1)CCO (2-Fluoro-4-(2-hydroxyethyl)benzonitrile). Run in C1CCOC1 (THF). Reported procedure: LiBH4 (1.94 mL, 3.88 mmol, 2 M in THF) was added to a stirred solution of methyl(4-cyano-3-fluorophenyl)acetate (0.50 g, 2.59 mmol) in THF (25 ml) at 0° C. The resulting solution was stirred for 12 h. Water (10 ml) was added, and the resulting solution was extracted with dichloromethane (2×50 ml). The combined organic layers were dried over MgSO4, filtered, and evaporated under reduced pressure. The residue was purified by column chromatography eluting with EtOAc-Hexanes (7:3→1:1) to give the pr... Reactants: [Li+].[BH4-] (LiBH4), COC(CC1=CC(=C(C=C1)C#N)F)=O (methyl(4-cyano-3-fluorophenyl)acetate), O (Water). RXN SMILES: [Li+].[BH4-].C[O:4][C:5](=O)[CH2:6][C:7]1[CH:12]=[CH:11][C:10]([C:13]#[N:14])=[C:9]([F:15])[CH:8]=1.O>C1COCC1>[F:15][C:9]1[CH:8]=[C:7]([CH2:6][CH2:5][OH:4])[CH:12]=[CH:11][C:10]=1[C:13]#[N:14] |f:0.1|.